This data is from the Open Reaction Database (ORD), a public repository of structured organic reaction records. The task is: describe an organic reaction: reactants, conditions, products, and yield Procedure details: Trimethyloxoniuim tetrafluoroborate (169.4 mg, 1.15 mmol) was added to 2-[3-(3-chloro-phenyl)-[1,2,4]oxadiazol-5-yl]-3-oxo-piperazine-1-carboxylic acid tert-butyl ester (450 mg, 1.15 mmol) in dichloromethane (3 mL) under argon at room temperature and then stirred overnight. The reaction mixture was directly purified by flash chromatography on basic alumina using 30% ethyl acetate in hexanes to afford the titled compound (284.6 mg, 61%). 1H NMR (CDCl3) δ (ppm): 8.09 (m, 1H), 7.97 (m, 1H), 7.46 (m... As a reaction SMILES: F[B-](F)(F)F.[C:6]([O:10][C:11]([N:13]1[CH2:18][CH2:17][NH:16][C:15](=[O:19])[CH:14]1[C:20]1[O:24][N:23]=[C:22]([C:25]2[CH:30]=[CH:29][CH:28]=[C:27]([Cl:31])[CH:26]=2)[N:21]=1)=[O:12])([CH3:9])([CH3:8])[CH3:7].Cl[CH2:33]Cl>>[C:6]([O:10][C:11]([N:13]1[CH:14]([C:20]2[O:24][N:23]=[C:22]([C:25]3[CH:30]=[CH:29][CH:28]=[C:27]([Cl:31])[CH:26]=3)[N:21]=2)[C:15]([O:19][CH3:33])=[N:16][CH2:17][CH2:18]1)=[O:12])([CH3:9])([CH3:7])[CH3:8]. Yield: 61.0%. The reactants are F[B-](F)(F)F (tetrafluoroborate), C(C)(C)(C)OC(=O)N1C(C(NCC1)=O)C1=NC(=NO1)C1=CC(=CC=C1)Cl (2-[3-(3-chloro-phenyl)-[1,2,4]oxadiazol-5-yl]-3-oxo-piperazine-1-carboxylic acid tert-butyl ester), ClCCl (dichloromethane). Reaction conditions: time 8 hour. The product is C(C)(C)(C)OC(=O)N1CCN=C(C1C1=NC(=NO1)C1=CC(=CC=C1)Cl)OC (6-[3-(3-Chloro-phenyl)-[1,2,4]oxadiazol-5-yl]-5-methoxy-3,6-dihydro-2H-pyrazine-1-carboxylic acid tert-butyl ester). Starting materials: C1(CCC(=O)O1)=O (succinic anhydride), C(C1=CC=CC=C1)N1C(N(CC1)[C@H](C(=O)N[C@H]([C@H](C[C@H](CC1=CC=C(C=C1)C1=NC=CC=C1)NC(=O)[C@H](C(C)(C)C)NC(OC)=O)O)CC1=CC=CC=C1)C(C)(C)C)=O (methyl(1S)-1-[({(1S,3S,4S)-4-{[(2S)-2-(3-benzyl-2-oxo-1-imidazolidinyl)-3,3-dimethylbutanoyl]amino}-3-hydroxy-5-phenyl-1-[4-(2-pyridinyl)benzyl]pentyl}amino)carbonyl]-2,2-dimethylpropylcarbamate), C1(CCC(=O)O1)=O (succinic anhydride), C1(CCCCC1)NC1CCCCC1 (dicyclohexylamine). The solvent is O1CCCC1 (tetrahydrofuran), C(C)OCC (diethyl ether). Product: C(C1=CC=CC=C1)N1C(N(CC1)[C@H](C(=O)N[C@@H](CC1=CC=CC=C1)[C@H](C[C@@H](NC([C@@H](NC(OC)=O)C(C)(C)C)=O)CC1=CC=C(C=C1)C1=NC=CC=C1)OC(CCC(=O)O)=O)C(C)(C)C)=O ((5S,8S,10S)-10-((1S)-1-{[(2S)-2-(3-benzyl-2-oxoimidazolidin-1-yl)-3,3-dimethylbutanoyl]amino}-2-phenylethyl)-5-tert-butyl-3,6,12-trioxo-8-(4-pyridin-2-ylbenzyl)-2,11-dioxa-4,7-diazapentadecan-15-oic acid). The yield is 98.5%. Reaction SMILES: [CH2:1]([N:8]1[CH2:12][CH2:11][N:10]([C@@H:13]([C:55]([CH3:58])([CH3:57])[CH3:56])[C:14]([NH:16][C@@H:17]([CH2:48][C:49]2[CH:54]=[CH:53][CH:52]=[CH:51][CH:50]=2)[C@@H:18]([OH:47])[CH2:19][C@@H:20]([NH:34][C:35]([C@@H:37]([NH:42][C:43](=[O:46])[O:44][CH3:45])[C:38]([CH3:41])([CH3:40])[CH3:39])=[O:36])[CH2:21][C:22]2[CH:27]=[CH:26][C:25]([C:28]3[CH:33]=[CH:32][CH:31]=[CH:30][N:29]=3)=[CH:24][CH:23]=2)=[O:15])[C:9]1=[O:59])[C:2]1[CH:7]=[CH:6][CH:5]=[CH:4][CH:3]=1.[C:60]1(=[O:66])[O:65][C:63](=[O:64])[CH2:62][CH2:61]1.C1(NC2CCCCC2)CCCCC1>O1CCCC1.C(OCC)C>[CH2:1]([N:8]1[CH2:12][CH2:11][N:10]([C@@H:13]([C:55]([CH3:58])([CH3:57])[CH3:56])[C:14]([NH:16][C@H:17]([C@@H:18]([O:47][C:60](=[O:66])[CH2:61][CH2:62][C:63]([OH:65])=[O:64])[CH2:19][C@H:20]([CH2:21][C:22]2[CH:27]=[CH:26][C:25]([C:28]3[CH:33]=[CH:32][CH:31]=[CH:30][N:29]=3)=[CH:24][CH:23]=2)[NH:34][C:35](=[O:36])[C@H:37]([C:38]([CH3:41])([CH3:40])[CH3:39])[NH:42][C:43](=[O:46])[O:44][CH3:45])[CH2:48][C:49]2[CH:54]=[CH:53][CH:52]=[CH:51][CH:50]=2)=[O:15])[C:9]1=[O:59])[C:2]1[CH:3]=[CH:4][CH:5]=[CH:6][CH:7]=1. Reported procedure: A solution of Example 111 (60 mg, 0.074 mmol) in tetrahydrofuran (0.25 mL) and diethyl ether (0.5 mL) was treated with succinic anhydride (8.2 mg, 0.082 mmol) and dicyclohexylamine (16.3 μL, 0.082 mmol) at 25° C. for 6 h. Over the next 2 days more succinic anhydride (16.4 mg, 0.16 mmol) was added in portions. The mixture was partitioned between dichloromethane and 10% citric acid. The organic layer was separated, washed with brine, dried over MgSO4, and the solvents were evaporated to give the t... The product is C(C)(C)(C)ONC([C@H](CS(=O)(=O)C1=CC=C(C=C1)OC1=CC=CC=C1)NS(=O)(=O)N(C)C)=O ((R)-N-tert-butoxy-2-dimethylaminosulfonamido-3-(4-phenoxyphenylsulfonyl)-propionamide). Run at time 8 hour. Reaction SMILES: [NH2:1][C@@H:2]([CH2:11][S:12]([C:15]1[CH:20]=[CH:19][C:18]([O:21][C:22]2[CH:27]=[CH:26][CH:25]=[CH:24][CH:23]=2)=[CH:17][CH:16]=1)(=[O:14])=[O:13])[C:3]([NH:5][O:6][C:7]([CH3:10])([CH3:9])[CH3:8])=[O:4].[CH3:28][N:29]([CH3:34])[S:30](Cl)(=[O:32])=[O:31]>C(Cl)Cl.N1C=CC=CC=1>[C:7]([O:6][NH:5][C:3](=[O:4])[C@@H:2]([NH:1][S:30]([N:29]([CH3:34])[CH3:28])(=[O:32])=[O:31])[CH2:11][S:12]([C:15]1[CH:16]=[CH:17][C:18]([O:21][C:22]2[CH:27]=[CH:26][CH:25]=[CH:24][CH:23]=2)=[CH:19][CH:20]=1)(=[O:13])=[O:14])([CH3:8])([CH3:9])[CH3:10]. Starting materials: N[C@H](C(=O)NOC(C)(C)C)CS(=O)(=O)C1=CC=C(C=C1)OC1=CC=CC=C1 ((R)-2-amino-N-tert-butoxy-3-(4-phenoxyphenylsulfonyl)-propionamide), CN(S(=O)(=O)Cl)C (dimethylsulfamoyl chloride). The solvent is C(Cl)Cl (methylene chloride), N1=CC=CC=C1 (pyridine). Procedure: To a solution of (R)-2-amino-N-tert-butoxy-3-(4-phenoxyphenylsulfonyl)-propionamide (1.5 g) in methylene chloride (20 ml) and pyridine (1.2 ml) was added dimethylsulfamoyl chloride (1 ml), and the mixture stirred overnight at room temperature. The mixture was partitioned between methylene chloride and water, and after the organic layer was dried over magnesium sulfate, solvent was removed under reduced pressure. The residue was chromatographed on silica gel, eluting with 0-45% ethyl acetate/hexa... Reactants: C(#N)[C@@]1(C(N(CC1)C1=NC(=NC=C1)NC1=CC(=C(C(=O)OC(C)(C)C)C=C1)OCC)=O)C1CC1 (tert-butyl 4-((4-((3S)-3-cyano-3-cyclopropyl-2-oxopyrrolidin-1-yl) pyrimidin-2-yl)amino)-2-ethoxybenzoate), Cl (hydrogen chloride). Solvent: C(C)(=O)OCC (ethyl acetate), C(C)(=O)OCC (ethyl acetate). Reaction conditions: time 2 hour. Yields the product Cl.C(#N)[C@@]1(C(N(CC1)C1=NC(=NC=C1)NC1=CC(=C(C(=O)O)C=C1)OCC)=O)C1CC1 (4-((4-((3S)-3-cyano-3-cyclopropyl-2-oxopyrrolidin-1-yl)pyrimidin-2-yl)amino)-2-ethoxybenzoic acid hydrochloride). Reaction SMILES: [C:1]([C@@:3]1([CH:32]2[CH2:34][CH2:33]2)[CH2:7][CH2:6][N:5]([C:8]2[CH:13]=[CH:12][N:11]=[C:10]([NH:14][C:15]3[CH:27]=[CH:26][C:18]([C:19]([O:21]C(C)(C)C)=[O:20])=[C:17]([O:28][CH2:29][CH3:30])[CH:16]=3)[N:9]=2)[C:4]1=[O:31])#[N:2].[ClH:35]>C(OCC)(=O)C>[ClH:35].[C:1]([C@@:3]1([CH:32]2[CH2:34][CH2:33]2)[CH2:7][CH2:6][N:5]([C:8]2[CH:13]=[CH:12][N:11]=[C:10]([NH:14][C:15]3[CH:27]=[CH:26][C:18]([C:19]([OH:21])=[O:20])=[C:17]([O:28][CH2:29][CH3:30])[CH:16]=3)[N:9]=2)[C:4]1=[O:31])#[N:2] |f:3.4|. Procedure details: To a solution of tert-butyl 4-((4-((3S)-3-cyano-3-cyclopropyl-2-oxopyrrolidin-1-yl)pyrimidin-2-yl)amino)-2-ethoxybenzoate (40 mg) obtained in Step D of Example 139 in ethyl acetate (4.0 mL) was added a solution of 4 M hydrogen chloride in ethyl acetate (4.0 mL), the mixture was stirred at room temperature for 2 hr, and the solvent was evaporated under reduced pressure. The residue was washed with ethyl acetate to give the title compound (20 mg). The reactants are C(C(=O)Cl)(=O)Cl (Oxaloyl chloride), C[Mg+].[Br-] (MeMgBr), C(C)OP(O)(=O)CCNC(=O)OCC1=CC=CC=C1 ((2-benzyloxycarbonylamino-ethyl)-phosphonic acid monoethyl ester), 31P, CN(C)C=O (DMF), solution, C[Mg+].[Br-] (MeMgBr). Run in C(Cl)Cl (CH2Cl2), C1CCOC1 (THF), C(Cl)Cl (CH2Cl2), C1(=CC=CC=C1)C (toluene), C1CCOC1 (THF). Run at time 40 minute. Yields the product C(C)OP(=O)(C)CCNC(=O)OCC1=CC=CC=C1 ((2-Benzyloxycarbonylamino-ethyl)-methyl-phosphinic acid ethyl ester), filtrate. The yield is 28.0%. Reaction SMILES: [C:1](Cl)(=O)C(Cl)=O.CN(C=O)C.[CH2:12]([O:14][P:15]([CH2:18][CH2:19][NH:20][C:21]([O:23][CH2:24][C:25]1[CH:30]=[CH:29][CH:28]=[CH:27][CH:26]=1)=[O:22])(=O)[OH:16])[CH3:13].C[Mg+].[Br-]>C(Cl)Cl.C1COCC1.C1(C)C=CC=CC=1>[CH2:12]([O:14][P:15]([CH2:18][CH2:19][NH:20][C:21]([O:23][CH2:24][C:25]1[CH:30]=[CH:29][CH:28]=[CH:27][CH:26]=1)=[O:22])([CH3:1])=[O:16])[CH3:13] |f:3.4|. Procedure: Oxaloyl chloride (2.88 mL, 33 mmol) was dissolved in CH2Cl2 (42 mL). DMF (284 □L) was added to this solution in a drop-wise manner. After 15 minutes a solution of (2-benzyloxycarbonylamino-ethyl)-phosphonic acid monoethyl ester (4.75 g, 16.5 mmol) in solution with CH2Cl2 (42 mL) was added drop-wise over 20 minutes at room temperature. The reaction was stirred at room temperature for 40 minutes. The reaction was determined to be complete by the absence of starting material in a 31P NMR spectrum o... Reactants: [BH4-].[Na+] (sodium borohydride), C1(CC1)N1C(N(C2=CC=CC=C2C1=O)CC1=NC2=C(N1CCC(C)C)C=CC(=C2)C(=O)O)=O (2-(3-cyclopropyl-2,4-dioxo-3,4-dihydro-2H-quinazolin-1-ylmethyl)-1-(3-methyl-butyl)-1H-benzoimidazole-5-carboxylic acid), CN1CCOCC1 (N-methyl morpholine), ClC(=O)OCC(C)C (isobutyl chloroformate). Run in O (water), C(Cl)Cl (DCM). Run at time 2 hour. Product: C1(CC1)N1C(N(C2=CC=CC=C2C1=O)CC1=NC2=C(N1CCC(C)C)C=CC(=C2)CO)=O (3-cyclopropyl-1-[5-hydroxymethyl-1-(3-methyl-butyl)-1H-benzoimidazol-2-ylmethyl]-1H-quinazoline-2,4-dione). The yield is 53.0%. Reaction SMILES: [CH:1]1([N:4]2[C:13](=[O:14])[C:12]3[C:7](=[CH:8][CH:9]=[CH:10][CH:11]=3)[N:6]([CH2:15][C:16]3[N:20]([CH2:21][CH2:22][CH:23]([CH3:25])[CH3:24])[C:19]4[CH:26]=[CH:27][C:28]([C:30](O)=[O:31])=[CH:29][C:18]=4[N:17]=3)[C:5]2=[O:33])[CH2:3][CH2:2]1.CN1CCOCC1.ClC(OCC(C)C)=O.[BH4-].[Na+]>C(Cl)Cl.O>[CH:1]1([N:4]2[C:13](=[O:14])[C:12]3[C:7](=[CH:8][CH:9]=[CH:10][CH:11]=3)[N:6]([CH2:15][C:16]3[N:20]([CH2:21][CH2:22][CH:23]([CH3:25])[CH3:24])[C:19]4[CH:26]=[CH:27][C:28]([CH2:30][OH:31])=[CH:29][C:18]=4[N:17]=3)[C:5]2=[O:33])[CH2:3][CH2:2]1 |f:3.4|. Procedure: To a cooled (0° C.) solution of 2-(3-cyclopropyl-2,4-dioxo-3,4-dihydro-2H-quinazolin-1-ylmethyl)-1-(3-methyl-butyl)-1H-benzoimidazole-5-carboxylic acid (77 mg, 0.17 mmol) and N-methyl morpholine (23 μL, 0.21 mmol) in DCM (3 mL) was added isobutyl chloroformate (27 μL, 0.21 mmol. The mixture was allowed to warm to room temperature and stirred for 2 hrs. After concentration and trituration with ethyl acetate the solid was removed by filtration and the filtrate concentrated in vacuo. The residue co...